Dataset: the Open Reaction Database (ORD), a public repository of structured organic reaction records. Task: describe an organic reaction: reactants, conditions, products, and yield Starting materials: Nc1c[nH]c2ncc(Br)c(F)c12, CCN(C(C)C)C(C)C, CN(C(=O)OC(C)(C)C)C1CCCNC1, CN1CCCC1=O. Product: CN(C(=O)OC(C)(C)C)C1CCCN(c2c(Br)cnc3[nH]cc(N)c23)C1. As a reaction SMILES: [Br:1][c:2]1[c:3]([F:12])[c:4]2[c:5]([n:6][cH:7]1)[nH:8][cH:9][c:10]2[NH2:11].[CH2:28]([N:29]([CH:30]([CH3:31])[CH3:32])[CH:33]([CH3:34])[CH3:35])[CH3:36].[CH3:13][N:14]([C:15]([O:16][C:17]([CH3:18])([CH3:19])[CH3:20])=[O:21])[CH:22]1[CH2:23][NH:24][CH2:25][CH2:26][CH2:27]1.[CH3:37][N:38]1[CH2:39][CH2:40][CH2:41][C:42]1=[O:43]>>[Br:1][c:2]1[c:3]([N:24]2[CH2:23][CH:22]([N:14]([CH3:13])[C:15]([O:16][C:17]([CH3:18])([CH3:19])[CH3:20])=[O:21])[CH2:27][CH2:26][CH2:25]2)[c:4]2[c:5]([n:6][cH:7]1)[nH:8][cH:9][c:10]2[NH2:11]. The product is CC1=CC(C(=C(O1)CCC)C(=O)NC1=CC=CC=C1)=O (6-Methyl-4-oxo-N-phenyl-2-propyl-4H-pyran-3-carboxamide). As a reaction SMILES: [O:1]=[C:2]([CH2:13][CH2:14][CH3:15])[CH2:3][C:4]([NH:6][C:7]1[CH:12]=[CH:11][CH:10]=[CH:9][CH:8]=1)=[O:5].CN(C)N>C1(C)C=CC=CC=1>[CH3:15][C:14]1[O:1][C:2]([CH2:13][CH2:14][CH3:15])=[C:3]([C:4]([NH:6][C:7]2[CH:12]=[CH:11][CH:10]=[CH:9][CH:8]=2)=[O:5])[C:2](=[O:1])[CH:13]=1. Reactants: O=C(CC(=O)NC1=CC=CC=C1)CCC (3-oxo-N-phenyl hexanamide), CN(N)C (N,N-dimethylhydrazine). Isolated yield 97.4%. Procedure details: A mixture of 2.05 g (10 m mol) of 3-oxo-N-phenyl hexanamide (m.p. 77.0°~78.5° C.), 0.9 g (15 m mol) of N,N-dimethylhydrazine and 15 ml of toluene was stirred for 8 hours at 60° C. and further heated to a more elevated temperature to distill off the unreacted N,N-dimethylhydrazine and the resulted water together with about 2 ml of toluene. While refluxing, to the mixture was dropwise added a solution of 3.90 g (25 m mol) of 2-ethyl-2,6-dimethyl-4H-1,3-dioxin-4-one in 8 ml of toluene during 30 min... Reaction conditions: temperature 60 celsius, time 8 hour. Solvent: C1(=CC=CC=C1)C (toluene).